The task is: describe an organic reaction: reactants, conditions, products, and yield. This data is from the Open Reaction Database (ORD), a public repository of structured organic reaction records. The reactants are C(C)(C)(C)OC(CNC(=O)C1=C(C2=C(N=NC(=C2)C(=O)O)N(C1=O)C)O)=O (6-((2-tert-Butoxy-2-oxoethyl)carbamoyl)-5-hydroxy-8-methyl-7-oxo-7,8-dihydropyrido[2,3-c]pyridazine-3-carboxylic acid), ClC1=CC2=C(N=N1)N(C(C(=C2O)C(=O)NCC(=O)OC(C)(C)C)=O)C (tert-butyl 2-(3-chloro-5-hydroxy-8-methyl-7-oxo-7,8-dihydropyrido[2,3-c]pyridazine-6-carboxamido)acetate). The reagents and catalysts are [Pd] (Palladium), [Pd] (palladium). The product is C(=O)(O)CNC(=O)C1=C(C2=C(N=NC(=C2)C(=O)O)N(C1=O)C)O (6-((Carboxymethyl)carbamoyl)-5-hydroxy-8-methyl-7-oxo-7,8-dihydropyrido[2,3-c]pyridazine-3-carboxylic acid). Reaction SMILES: C([O:5][C:6](=[O:27])[CH2:7][NH:8][C:9]([C:11]1[C:23](=[O:24])[N:22]([CH3:25])[C:14]2[N:15]=[N:16][C:17]([C:19]([OH:21])=[O:20])=[CH:18][C:13]=2[C:12]=1[OH:26])=[O:10])(C)(C)C.ClC1N=NC2N(C)C(=O)C(C(NCC(OC(C)(C)C)=O)=O)=C(O)C=2C=1>[Pd]>[C:6]([CH2:7][NH:8][C:9]([C:11]1[C:23](=[O:24])[N:22]([CH3:25])[C:14]2[N:15]=[N:16][C:17]([C:19]([OH:21])=[O:20])=[CH:18][C:13]=2[C:12]=1[OH:26])=[O:10])([OH:27])=[O:5]. Procedure details: 6-((2-tert-Butoxy-2-oxoethyl)carbamoyl)-5-hydroxy-8-methyl-7-oxo-7,8-dihydropyrido[2,3-c]pyridazine-3-carboxylic acid. The title compound is prepared by a palladium catalyzed carbonylation reaction of tert-butyl 2-(3-chloro-5-hydroxy-8-methyl-7-oxo-7,8-dihydropyrido[2,3-c]pyridazine-6-carboxamido)acetate according to the procedure of Tsuji, J., Palladium Reagents and catalysts: Innovations in Organic Synthesis Publisher: (Wiley, Chichester, UK), 340-45 (1995). The reactants are FC1=CC=C2CC(C(C2=C1)=O)(C)C (6-Fluoro-2,2-dimethyl-1-indanone), solid, CC1(C(C2=CC=CC=C2CC1)=O)C (2,2-dimethyl-1-tetralone), liquid. The product is C(C)C1=CC=C2CC(C(C2=C1)=O)(C)C (6-Ethyl-2,2-dimethyl-1-indanone). RXN SMILES: F[C:2]1[CH:10]=[C:9]2[C:5]([CH2:6][C:7]([CH3:13])([CH3:12])[C:8]2=[O:11])=[CH:4][CH:3]=1.[CH3:14][C:15]1(C)CCC2C(=CC=CC=2)C1=O>>[CH2:14]([C:2]1[CH:10]=[C:9]2[C:5]([CH2:6][C:7]([CH3:13])([CH3:12])[C:8]2=[O:11])=[CH:4][CH:3]=1)[CH3:15]. Procedure: 6-Fluoro-2,2-dimethyl-1-indanone, a white crystalline solid melting at 64.5°-66.5° C. and 2,2-dimethyl-1-tetralone, a colorless liquid boiling at 88°-89° C. under 0.75 mm Hg (100 Pascals) pressure were prepared similarly.